From a dataset of the Open Reaction Database (ORD), a public repository of structured organic reaction records. describe an organic reaction: reactants, conditions, products, and yield The reactants are [Ba+2], CCCOc1ccccc1C(=O)Cl, ClCCl, Cl, Cl, NC1CN2CCC1CC2, [OH-], [OH-], O, O, O, O, O, O, O, O. Yields the product Cl, CCCOc1ccccc1C(=O)NC1CN2CCC1CC2. RXN SMILES: [Ba+2:21].[CH2:23]([CH2:24][CH3:25])[O:26][c:27]1[c:28]([C:29](=[O:30])[Cl:31])[cH:32][cH:33][cH:34][cH:35]1.[CH2:36]([Cl:37])[Cl:38].[ClH:1].[ClH:2].[NH2:3][CH:4]1[CH2:5][N:6]2[CH2:7][CH2:8][CH:9]1[CH2:10][CH2:11]2.[OH-:20].[OH-:22].[OH2:12].[OH2:13].[OH2:14].[OH2:15].[OH2:16].[OH2:17].[OH2:18].[OH2:19]>>[ClH:31].[NH:3]([CH:4]1[CH2:5][N:6]2[CH2:7][CH2:8][CH:9]1[CH2:10][CH2:11]2)[C:29]([c:28]1[c:27]([O:26][CH2:23][CH2:24][CH3:25])[cH:35][cH:34][cH:33][cH:32]1)=[O:30]. Reactants: 4s, C(C1=CC=CC=C1)(=O)CC(CC(=O)OCC)=O (ethyl benzoylacetoacetate), Cl.NO (hydroxylamine hydrochloride). The solvent is C(C)(=O)O (acetic acid). Conditions: temperature 100 celsius, time 5 hour. Yields the product C1(=CC=CC=C1)C=1NOC(C1)=O (3-Phenyl-5-isoxazolone). Reaction SMILES: [C:1]([CH2:9][C:10](=[O:17])CC(OCC)=O)(=O)[C:2]1[CH:7]=[CH:6][CH:5]=[CH:4][CH:3]=1.Cl.[NH2:19][OH:20]>C(O)(=O)C>[C:2]1([C:1]2[NH:19][O:20][C:10](=[O:17])[CH:9]=2)[CH:3]=[CH:4][CH:5]=[CH:6][CH:7]=1 |f:1.2|. Procedure details: In accordance with the known process [Canadian Journal of Chemistry, 4s, 1371 (1970)], 154 g (0.8 mol) of ethyl benzoylacetoacetate were dissolved in 1 l of acetic acid, and 55.7 g (0.8 mol) of hydroxylamine hydrochloride were then added to the resulting solution, followed by heating under stirring at 100° C. for 5 hours. After the solvent was distilled off, ethyl alcohol was added to the residue to precipitate crystals. The crystals were collected and then washed with ethyl alcohol, whereby the... The reactants are C(C=C)N1C=NC=2N(C(NC(C12)=O)=O)CCCCC (7-allyl-3-pentyl-3,7-dihydro-1H-purine-2,6-dione), P(=O)(Cl)(Cl)Cl (phosphoryl chloride). The product is C(C=C)N1C=NC=2N(C(N=C(C12)Cl)=O)CCCCC (7-Allyl-6-chloro-3-pentyl-3,7-dihydro-2H-purin-2-one). Yield: 71.2%. RXN SMILES: [CH2:1]([N:4]1[C:12]2[C:11](=O)[NH:10][C:9](=[O:14])[N:8]([CH2:15][CH2:16][CH2:17][CH2:18][CH3:19])[C:7]=2[N:6]=[CH:5]1)[CH:2]=[CH2:3].P(Cl)(Cl)([Cl:22])=O>>[CH2:1]([N:4]1[C:12]2[C:11]([Cl:22])=[N:10][C:9](=[O:14])[N:8]([CH2:15][CH2:16][CH2:17][CH2:18][CH3:19])[C:7]=2[N:6]=[CH:5]1)[CH:2]=[CH2:3]. Procedure details: A mixture of 7-allyl-3-pentyl-3,7-dihydro-1H-purine-2,6-dione (0.80 g, 3.0 mmol) and phosphoryl chloride (10.0 mL, 100 mmol) was refluxed for 2 h. The excess phosphoryl chloride was removed by vacuum distillation. The residue was diluted with ice-water, neutralized with solid K2CO3, and then extracted with DCM three times. The combined organic layers were dried, filtered and concentrated to provide the crude product (0.60 g), which was used for next step without further purification. LCMS calcul... Starting materials: COC(C1=CC=C(C=C1)OCCC1=CC=CC=C1)=O (4-Phenethyloxybenzoic acid methyl ester), [H-].[H-].[H-].[H-].[Li+].[Al+3] (LiAlH4). Solvent: C(C)OCC (diethyl ether). Conditions: temperature 0 celsius, time 3 hour. Yields the product C(CC1=CC=CC=C1)OC1=CC=C(C=C1)CO ((4-Phenethyloxyphenyl)methanol). Isolated yield 98.2%. Reaction SMILES: C[O:2][C:3](=O)[C:4]1[CH:9]=[CH:8][C:7]([O:10][CH2:11][CH2:12][C:13]2[CH:18]=[CH:17][CH:16]=[CH:15][CH:14]=2)=[CH:6][CH:5]=1.[H-].[H-].[H-].[H-].[Li+].[Al+3]>C(OCC)C>[CH2:11]([O:10][C:7]1[CH:6]=[CH:5][C:4]([CH2:3][OH:2])=[CH:9][CH:8]=1)[CH2:12][C:13]1[CH:14]=[CH:15][CH:16]=[CH:17][CH:18]=1 |f:1.2.3.4.5.6|. Reported procedure: 4-Phenethyloxybenzoic acid methyl ester 10 (7.66 g, 29.89 mmol) was dissolved in diethyl ether and chilled to 0° C. LiAlH4 was slowly added and allowed to stir at 0° C. for 3 hours. The mixture was quenched with H2O. After addition of 3N NaOH the mixture was allowed to stir for 30 min. The mixture was then acidified with 4.5N HCl, extracted, dried, and concentrated in vacuo to give about 6.7 g of a crystalline (4-phenethyloxyphenyl)methanol 11. The reactants are O=Cc1ccc(Cl)cc1, Nc1ccccc1S. Yields the product Clc1ccc(C2Nc3ccccc3S2)cc1. As a reaction SMILES: [Cl:9][c:10]1[cH:11][cH:12][c:13]([CH:14]=[O:15])[cH:16][cH:17]1.[NH2:1][c:2]1[c:3]([SH:8])[cH:4][cH:5][cH:6][cH:7]1>>[NH:1]1[c:2]2[c:3]([cH:4][cH:5][cH:6][cH:7]2)[S:8][CH:14]1[c:13]1[cH:12][cH:11][c:10]([Cl:9])[cH:17][cH:16]1. Starting materials: O=C(C=NO)CC(=O)OCc1ccccc1, O, OCCO, Cc1ccccc1S(=O)(=O)O, c1ccccc1. Product: O=C(CC1(C=NO)OCCO1)OCc1ccccc1. As a reaction SMILES: [N:2]([OH:3])=[CH:4][C:5]([CH2:6][C:7](=[O:8])[O:9][CH2:10][c:11]1[cH:12][cH:13][cH:14][cH:15][cH:16]1)=[O:17].[OH2:1].[OH:18][CH2:19][CH2:20][OH:21].[c:22]1([CH3:23])[c:24]([S:25]([OH:26])(=[O:27])=[O:28])[cH:29][cH:30][cH:31][cH:32]1.[cH:33]1[cH:34][cH:35][cH:36][cH:37][cH:38]1>>[N:2]([OH:3])=[CH:4][C:5]1([CH2:6][C:7](=[O:8])[O:9][CH2:10][c:11]2[cH:12][cH:13][cH:14][cH:15][cH:16]2)[O:17][CH2:20][CH2:19][O:18]1. Solvent: C(C)O (ethanol). The reactants are C(C=C)C1=C2CCCCC2=CC2=C1OC(=CC2=O)C(=O)OCC (ethyl 10-allyl-6,7,8,9-tetrahydro-4-oxo-4H-naphtho[2,3-b]pyran-2-carboxylate), [H][H] (hydrogen). Reaction SMILES: [CH2:1]([C:4]1[C:13]2[O:14][C:15]([C:19]([O:21][CH2:22][CH3:23])=[O:20])=[CH:16][C:17](=[O:18])[C:12]=2[CH:11]=[C:10]2[C:5]=1[CH2:6][CH2:7][CH2:8][CH2:9]2)[CH:2]=[CH2:3].[H][H]>C(O)C.[Pd]>[O:18]=[C:17]1[CH:16]=[C:15]([C:19]([O:21][CH2:22][CH3:23])=[O:20])[O:14][C:13]2[C:4]([CH2:1][CH2:2][CH3:3])=[C:5]3[C:10](=[CH:11][C:12]1=2)[CH2:9][CH2:8][CH2:7][CH2:6]3. The yield is 49.7%. Product: O=C1C2=C(OC(=C1)C(=O)OCC)C(=C1CCCCC1=C2)CCC (ethyl 6,7,8,9-tetrahydro-4-oxo-10-propyl-4H-naphtho[2,3-b]pyran-2-carboxylate). Procedure details: A solution of the product of step (a) (20 g), in ethanol (120 ml), was treated with a 5% palladium on charcoal catalyst (100 mg), and shaken in a hydrogen atmosphere at 45 psi for 2 hours at room temperature. The catalyst was subsequently filtered off and the filtrate was evaporated. The residue solidified upon trituration with a little diethyl ether and the solid was twice crystallised from aqueous ethanol to give as white crystals, ethyl 6,7,8,9-tetrahydro-4-oxo-10-propyl-4H-naphtho[2,3-b]pyra... The reagents and catalysts are [Pd] (palladium on charcoal).